Dataset: the Open Reaction Database (ORD), a public repository of structured organic reaction records. Task: describe an organic reaction: reactants, conditions, products, and yield Starting materials: C1(CC1)S(=O)(=O)N[C@H]1C[C@H]([C@H](C1)C(=O)OCC)CC ((1S,2R,4S)-ethyl 4-(cyclopropanesulfonamido)-2-ethylcyclopentane-carboxylate), NC1CC(C(C1)C(=O)OCC)CC (ethyl 4-amino-2-ethylcyclopentanecarboxylate), C1(CC1)S(=O)(=O)Cl (cyclopropanesulfonyl chloride). Product: C1(CC1)S(=O)(=O)NC1CC(C(C1)C(=O)OCC)CC (ethyl 4-(cyclopropanesulfonamido)-2-ethylcyclopentane-carboxylate). As a reaction SMILES: [CH:1]1([S:4]([NH:7][C@@H:8]2[CH2:12][C@H:11]([C:13]([O:15][CH2:16][CH3:17])=[O:14])[C@H:10]([CH2:18][CH3:19])[CH2:9]2)(=[O:6])=[O:5])[CH2:3][CH2:2]1.NC1CC(C(OCC)=O)C(CC)C1.C1(S(Cl)(=O)=O)CC1>>[CH:1]1([S:4]([NH:7][CH:8]2[CH2:12][CH:11]([C:13]([O:15][CH2:16][CH3:17])=[O:14])[CH:10]([CH2:18][CH3:19])[CH2:9]2)(=[O:6])=[O:5])[CH2:2][CH2:3]1. Procedure details: The precursor to Preparation #Z.1, (1S,2R,4S)-ethyl 4-(cyclopropanesulfonamido)-2-ethylcyclopentane-carboxylate, was prepared (as shown in Scheme B) by initially reacting ethyl 4-amino-2-ethylcyclopentanecarboxylate (Preparation #Y.1) with the commercially available cyclopropanesulfonyl chloride, following the conditions given in General Procedure K, to give ethyl 4-(cyclopropanesulfonamido)-2-ethylcyclopentane-carboxylate as a mixture of stereoisomers. This mixture of stereoisomers is separated... Starting materials: CC1(C(C(C1)(F)F)(Cl)F)C(=O)O (1-methyl-2,3,3-trifluoro-2-chloro-cyclobutane-1-carboxylic acid), S(=O)(Cl)Cl (thionyl chloride). Reagents/catalysts: CN(C=O)C (dimethylformamide). Solvent: C(Cl)(Cl)Cl (chloroform). Product: CC1(C(C(C1)(F)F)(F)Cl)C(=O)Cl (1-methyl-2-chloro-2,3,3-trifluoro-cyclobutane-1-carbonyl chloride). Yield: 75.4%. As a reaction SMILES: [CH3:1][C:2]1([C:10]([OH:12])=O)[CH2:5][C:4]([F:7])([F:6])[C:3]1([F:9])[Cl:8].S(Cl)([Cl:15])=O>CN(C)C=O.C(Cl)(Cl)Cl>[CH3:1][C:2]1([C:10]([Cl:15])=[O:12])[CH2:5][C:4]([F:7])([F:6])[C:3]1([Cl:8])[F:9]. Reported procedure: One drop of dimethylformamide is added to a mixture 91.2 g (0.45 mol) of 1-methyl-2,3,3-trifluoro-2-chloro-cyclobutane-1-carboxylic acid and 450 ml of chloroform. After this, 80.3 g (0.675 mol) of thionyl chloride are added dropwise at 25°-30° C. with stirring, and the stirred mixture is heated to the boil. After 6 hours the mixture is cooled, the solvent is stripped off, and the residue is subjected to fractional distillation under reduced pressure. 75 g (75% of theory) of 1-methyl-2-chloro-2,3... The reactants are CSc1sc(C(=N)NC(=O)OC(C)(C)C)cc1S(=O)(=O)c1cccc(Br)c1, O=C([O-])[O-], COc1cc(C)c(B2OC(C)(C)C(C)(C)O2)c(N)c1, Cc1ccccc1, CCO, CCOC(C)=O, [Na+], [Na+], c1ccc(P(c2ccccc2)(c2ccccc2)[Pd](P(c2ccccc2)(c2ccccc2)c2ccccc2)(P(c2ccccc2)(c2ccccc2)c2ccccc2)P(c2ccccc2)(c2ccccc2)c2ccccc2)cc1. Yields the product COc1cc(C)c(-c2cccc(S(=O)(=O)c3cc(C(=N)NC(=O)OC(C)(C)C)sc3SC)c2)c(N)c1. RXN SMILES: [C:1]([CH3:2])([CH3:3])([CH3:4])[O:5][C:6]([NH:7][C:8](=[NH:9])[c:10]1[s:11][c:12]([S:25][CH3:26])[c:13]([S:15](=[O:16])(=[O:17])[c:18]2[cH:19][c:20]([Br:24])[cH:21][cH:22][cH:23]2)[cH:14]1)=[O:27].[C:47](=[O:48])([O-:49])[O-:50].[CH3:28][O:29][c:30]1[cH:31][c:32]([CH3:46])[c:33]([B:37]2[O:38][C:39]([CH3:40])([CH3:41])[C:42]([CH3:43])([CH3:44])[O:45]2)[c:34]([NH2:36])[cH:35]1.[CH3:53][c:54]1[cH:55][cH:56][cH:57][cH:58][cH:59]1.[CH3:60][CH2:61][OH:62].[CH3:63][CH2:64][O:65][C:66]([CH3:67])=[O:68].[Na+:51].[Na+:52].[cH:69]1[cH:70][cH:71][c:72]([P:73]([Pd:74]([P:75]([c:76]2[cH:77][cH:78][cH:79][cH:80][cH:81]2)([c:82]2[cH:83][cH:84][cH:85][cH:86][cH:87]2)[c:88]2[cH:89][cH:90][cH:91][cH:92][cH:93]2)([P:94]([c:95]2[cH:96][cH:97][cH:98][cH:99][cH:100]2)([c:101]2[cH:102][cH:103][cH:104][cH:105][cH:106]2)[c:107]2[cH:108][cH:109][cH:110][cH:111][cH:112]2)[P:113]([c:114]2[cH:115][cH:116][cH:117][cH:118][cH:119]2)([c:120]2[cH:121][cH:122][cH:123][cH:124][cH:125]2)[c:126]2[cH:127][cH:128][cH:129][cH:130][cH:131]2)([c:132]2[cH:133][cH:134][cH:135][cH:136][cH:137]2)[c:138]2[cH:139][cH:140][cH:141][cH:142][cH:143]2)[cH:144][cH:145]1>>[C:1]([CH3:2])([CH3:3])([CH3:4])[O:5][C:6]([NH:7][C:8](=[NH:9])[c:10]1[s:11][c:12]([S:25][CH3:26])[c:13]([S:15](=[O:16])(=[O:17])[c:18]2[cH:19][c:20](-[c:33]3[c:32]([CH3:46])[cH:31][c:30]([O:29][CH3:28])[cH:35][c:34]3[NH2:36])[cH:21][cH:22][cH:23]2)[cH:14]1)=[O:27]. The reactants are CC(C)(C)OC(=O)N1CCc2ncnc(Cl)c2CC1, ClCCl, Cl, C1COCCO1. The product is Clc1ncnc2c1CCNCC2. RXN SMILES: [Cl:1][c:2]1[n:3][cH:4][n:5][c:6]2[c:12]1[CH2:11][CH2:10][N:9]([C:13]([O:14][C:15]([CH3:16])([CH3:17])[CH3:18])=[O:19])[CH2:8][CH2:7]2.[Cl:21][CH2:22][Cl:23].[ClH:20].[O:24]1[CH2:25][CH2:26][O:27][CH2:28][CH2:29]1>>[Cl:1][c:2]1[n:3][cH:4][n:5][c:6]2[c:12]1[CH2:11][CH2:10][NH:9][CH2:8][CH2:7]2. Reactants: COC1=C(C=CC(=C1)CNCCCNCCCCNCCCN)O.ClC1=NC(=CC(=N1)NC(CCCCCCOC(C)OCC)CC)CC (dl-5 chloro-6-ethyl-4-[1-ethyl-7-(1-ethoxyethoxy)heptyl]aminopyrimidine), Cl (HCl). Solvent: C(C)O (ethanol). The product is COC1=C(C=CC(=C1)CNCCCNCCCCNCCCN)O.ClC1=NC(=CC(=N1)NC(CCCCCCO)CC)CC (dl-5 chloro-6-ethyl-4-(1-ethyl-7-hydroxyheptyl)aminopyrimidine). Isolated yield 90.0%. Reaction SMILES: [CH3:1][O:2][C:3]1[CH:8]=[C:7]([CH2:9][NH:10][CH2:11][CH2:12][CH2:13][NH:14][CH2:15][CH2:16][CH2:17][CH2:18][NH:19][CH2:20][CH2:21][CH2:22][NH2:23])[CH:6]=[CH:5][C:4]=1[OH:24].[Cl:25][C:26]1[N:31]=[C:30]([NH:32][CH:33]([CH2:46][CH3:47])[CH2:34][CH2:35][CH2:36][CH2:37][CH2:38][CH2:39][O:40]C(OCC)C)[CH:29]=[C:28]([CH2:48][CH3:49])[N:27]=1.Cl>C(O)C>[CH3:1][O:2][C:3]1[CH:8]=[C:7]([CH2:9][NH:10][CH2:11][CH2:12][CH2:13][NH:14][CH2:15][CH2:16][CH2:17][CH2:18][NH:19][CH2:20][CH2:21][CH2:22][NH2:23])[CH:6]=[CH:5][C:4]=1[OH:24].[Cl:25][C:26]1[N:31]=[C:30]([NH:32][CH:33]([CH2:46][CH3:47])[CH2:34][CH2:35][CH2:36][CH2:37][CH2:38][CH2:39][OH:40])[CH:29]=[C:28]([CH2:48][CH3:49])[N:27]=1 |f:0.1,4.5|. Procedure details: In 50 ml of ethanol was dissolved 4.7 g of dl-5-chloro-6-ethyl-4-[1-ethyl-7-(1-ethoxyethoxy)heptyl]aminopyrimidine, and 10 ml of 1N-HCl was added to the solution and the mixture was refluxed for one hour under stirring After removing ethanol under reduced pressure, the residue was was made alkaline with a sodium hydroxide aqueous solution and was extracted with ethyl acetate. The organic layer was dried over anhydrous sodium sulfate and the solvent was removed under reduced pressure. The resulti... Reactants: S1C=C(C=C1)[Li] (3-thienyl lithium), ClCCCCI (1-chloro-4-iodobutane), C(=O)=O.CC(=O)C (dry ice acetone), S1C=C(C=C1)[Li] (3-Thienyl lithium), BrC1=CSC=C1 (3-bromothiophene), C(CCC)[Li] (n-butyl lithium). Product: S1C=C(C=C1)CCCCCl (3-thienyl butylchloride). Reaction SMILES: [S:1]1[CH:5]=[CH:4][C:3]([Li])=[CH:2]1.BrC1C=CSC=1.C([Li])CCC.[Cl:18][CH2:19][CH2:20][CH2:21][CH2:22]I.C(=O)=O.CC(C)=O>>[S:1]1[CH:5]=[CH:4][C:3]([CH2:22][CH2:21][CH2:20][CH2:19][Cl:18])=[CH:2]1 |f:4.5|. Procedure details: 3-Thienyl lithium was generated from 3-bromothiophene and n-butyl lithium at -70° C. To the 3-thienyl lithium was then added an excess of 1-chloro-4-iodobutane at dry ice-acetone temperature. Upon slow warm up to room temperature a mixture of 2 and 3-thienyl butylchloride were obtained. The mixture was converted to the 2- and 3-thienyl butyl amines via the azide intermediates (Scheme 9) as described for the synthesis of 2-thienyl butyl amine, then reacted with thiophosgene to give the desired pr...